Dataset: the Open Reaction Database (ORD), a public repository of structured organic reaction records. Task: describe an organic reaction: reactants, conditions, products, and yield Reaction SMILES: [BH4-].[Na+].[CH:3]([C:5]1[N:6]=[CH:7][N:8]([S:13]([N:16]([CH3:18])[CH3:17])(=[O:15])=[O:14])[C:9]=1[CH2:10][CH2:11][CH3:12])=[O:4].O>C(O)C>[OH:4][CH2:3][C:5]1[N:6]=[CH:7][N:8]([S:13]([N:16]([CH3:17])[CH3:18])(=[O:14])=[O:15])[C:9]=1[CH2:10][CH2:11][CH3:12] |f:0.1|. The reactants are [BH4-].[Na+] (Sodium borohydride), C(=O)C=1N=CN(C1CCC)S(=O)(=O)N(C)C (4-formyl-N,N-dimethyl-5-propyl-1H-imidazole-1-sulphonamide), O (water). Product: OCC=1N=CN(C1CCC)S(=O)(=O)N(C)C (4-(Hydroxymethyl)-N,N-dimethyl-5-propyl-1H-imidazole-1-sulphonamide). The yield is 93.7%. Procedure: Sodium borohydride (139 mg) was added to a stirred solution of 4-formyl-N,N-dimethyl-5-propyl-1H-imidazole-1-sulphonamide (450 mg) in absolute ethanol (5 ml) under nitrogen. After 3 h the mixture was poured into water (30 ml) and extracted with dichloromethane (3×15 ml). The combined, dried organic extracts were evaporated to give a solid (425 mg) which was triturated with ether (2×10 ml) to give the title compound (350 mg), m.p. 86°-88°. Run in C(C)O (ethanol). Reactants: C(C(=O)Cl)(=O)Cl (oxalyl chloride), 5,7-Dichloro-4-[4-(methylcarbamoyl)-3-chlorobenzenesulfonimide]-1,4-dihydroquinoline-2-carboxylic acid, methyl ester, NC1=C(C=C(C=C1)S(=O)(=O)N)Cl (4-amino-3-chlorobenzenesulfonamide), C(CCC)N=C=O (n-butyl isocyanate). The solvent is ClC1=CC=CC=C1 (chlorobenzene). Run at temperature 100 celsius. Product: ClC=1C=C(C=CC1N=C=O)S(=O)(=O)N=C=O (3-chloro-4-isocyanatobenzenesulfonyl isocyanate). RXN SMILES: [NH2:1][C:2]1[CH:7]=[CH:6][C:5]([S:8]([NH2:11])(=[O:10])=[O:9])=[CH:4][C:3]=1[Cl:12].C(N=[C:18]=[O:19])CCC.C(Cl)(=O)[C:21](Cl)=[O:22]>ClC1C=CC=CC=1>[Cl:12][C:3]1[CH:4]=[C:5]([S:8]([N:11]=[C:18]=[O:19])(=[O:9])=[O:10])[CH:6]=[CH:7][C:2]=1[N:1]=[C:21]=[O:22]. Procedure: 5,7-Dichloro-4-[4-(methylcarbamoyl)-3-chlorobenzenesulfonimide]-1,4-dihydroquinoline-2-carboxylic acid, methyl ester ##STR38## Dissolve 4-amino-3-chlorobenzenesulfonamide (0.96g, 5mmol) in chlorobenzene (10% solution) and distill the mixture to remove any traces of water. Cool to 100° C. and add n-butyl isocyanate (99mg, 1mmol). Heat to reflux and add, by dropwise addition, oxalyl chloride (1.5mL). Purge with nitrogen at 130°-132° C. for 30 minutes and distill to give 3-chloro-4-isocyanatobenzen... Reactants: CC=1SC(=C(C1C=O)C)C (2,4,5-trimethyl-3-thiophenecarboxaldehyde), [Na] (sodium), [Br-].C(C)OC(=O)C=C(C=CC=C(C[P+](C1=CC=CC=C1)(C1=CC=CC=C1)C1=CC=CC=C1)C)C ((7-ethoxycarbonyl-2,6-dimethyl-2,4,6-heptatrienyl)triphenyl phosphonium bromide), CN(C=O)C (dimethylformamide). The solvent is C(C)O (ethanol). Run at time 4 hour. Yields the product C(C)OC(C=C(C=CC=C(C=CC1=C(SC(=C1C)C)C)C)C)=O (3,7-dimethyl-9-(2,4,5-trimethyl-3-thienyl)-2,4,6,8-nonatetraenoic acid ethyl ester). As a reaction SMILES: [CH3:1][C:2]1[S:3][C:4]([CH3:10])=[C:5]([CH3:9])[C:6]=1[CH:7]=O.[Br-].[CH2:12]([O:14][C:15]([CH:17]=[C:18]([CH3:44])[CH:19]=[CH:20][CH:21]=[C:22]([CH3:43])[CH2:23][P+](C1C=CC=CC=1)(C1C=CC=CC=1)C1C=CC=CC=1)=[O:16])[CH3:13].CN(C)C=O.[Na]>C(O)C>[CH2:12]([O:14][C:15](=[O:16])[CH:17]=[C:18]([CH3:44])[CH:19]=[CH:20][CH:21]=[C:22]([CH3:43])[CH:23]=[CH:7][C:6]1[C:5]([CH3:9])=[C:4]([CH3:10])[S:3][C:2]=1[CH3:1])[CH3:13] |f:1.2,^1:49|. Procedure: 1.9 G. of 2,4,5-trimethyl-3-thiophenecarboxaldehyde and 6.75 g. of (7-ethoxycarbonyl-2,6-dimethyl-2,4,6-heptatrienyl)triphenyl phosphonium bromide are dissolved in 50 ml. of dry dimethylformamide. The solution is treated at 10° C. dropwise with a solution of 0.29 g. of sodium in 8 ml. of ethanol. The mixture is subsequently stirred for 4 hours at room temperature, then introduced into 100 ml. of methanol/water 60:40 parts by volume and thoroughly extracted with hexane. The hexane extract is wash... Procedure details: To a solution of 100 mg (0.27 mmol) of the compound obtained from Example 8 in 10 ml of anhydrous ethanol was added 20 mg of p-toluenesulfonic acid monohydrate. The reaction mixture was refluxed with stirring for about 48 hours, neutralized with sodium bicarbonate, and evaporated under reduced pressure to give a light brown residue, which was purified by flash chromatography using a mixture of ethyl acetate and hexane (1:2) as an eluent to afford 60 mg (yield 58%) of the title compound as a whit... The product is C(C)OC(=O)C=CCN1C(NC(C(=C1C(C1=CC(=CC(=C1)C)C)=O)CC)=O)=O (1-(ethoxycarbonylallyl)-5-ethyl-6-(3,5-dimethylbenzoyl)-2,4-pyrimidinedion). RXN SMILES: [CH3:1][O:2][C:3]([CH:5]=[CH:6][CH2:7][N:8]1[C:13]([C:14](=[O:23])[C:15]2[CH:20]=[C:19]([CH3:21])[CH:18]=[C:17]([CH3:22])[CH:16]=2)=[C:12]([CH2:24][CH3:25])[C:11](=[O:26])[NH:10][C:9]1=[O:27])=[O:4].O.[C:29]1(C)C=CC(S(O)(=O)=O)=CC=1.C(=O)(O)[O-].[Na+]>C(O)C>[CH2:1]([O:2][C:3]([CH:5]=[CH:6][CH2:7][N:8]1[C:13]([C:14](=[O:23])[C:15]2[CH:16]=[C:17]([CH3:22])[CH:18]=[C:19]([CH3:21])[CH:20]=2)=[C:12]([CH2:24][CH3:25])[C:11](=[O:26])[NH:10][C:9]1=[O:27])=[O:4])[CH3:29] |f:1.2,3.4|. Conditions: time 48 hour. Yield: 148.4%. Starting materials: COC(=O)C=CCN1C(NC(C(=C1C(C1=CC(=CC(=C1)C)C)=O)CC)=O)=O (1-(methoxycarbonylallyl)-5-ethyl-6-(3,5-dimethylbenzoyl)-2,4-pyrimidinedione), O.C1(=CC=C(C=C1)S(=O)(=O)O)C (p-toluenesulfonic acid monohydrate), C([O-])(O)=O.[Na+] (sodium bicarbonate). Run in C(C)O (ethanol).